From a dataset of the Open Reaction Database (ORD), a public repository of structured organic reaction records. describe an organic reaction: reactants, conditions, products, and yield Reactants: C(C1=CC=CC=C1)(=O)O (benzoic acid), C1(CCCCC1)NC1CCCCC1 (dicyclohexylamine). Run in CC(=O)C (acetone). Yields the product C1(CCCCC1)NC1CCCCC1.C(C1=CC=CC=C1)(=O)O (Benzoic acid dicyclohexylamine salt). The yield is 90.0%. As a reaction SMILES: [C:1]([OH:9])(=[O:8])[C:2]1[CH:7]=[CH:6][CH:5]=[CH:4][CH:3]=1.[CH:10]1([NH:16][CH:17]2[CH2:22][CH2:21][CH2:20][CH2:19][CH2:18]2)[CH2:15][CH2:14][CH2:13][CH2:12][CH2:11]1>CC(C)=O>[CH:17]1([NH:16][CH:10]2[CH2:11][CH2:12][CH2:13][CH2:14][CH2:15]2)[CH2:18][CH2:19][CH2:20][CH2:21][CH2:22]1.[C:1]([OH:9])(=[O:8])[C:2]1[CH:7]=[CH:6][CH:5]=[CH:4][CH:3]=1 |f:3.4|. Procedure details: Similarly, to a solution of 12.2 g (0.1 mol) of benzoic acid dissolved in 100 ml of acetone, 17.7 g (0.1 mol) of dicyclohexylamine was added dropwise. The crystals precipitated were filtered and then dried, and Benzoic acid dicyclohexylamine salt (molar ratio 1:1) of white crystals was obtained in an amount of 26.2 g (yield 90.0%). The reactants are FC1=C(CN2CCN(CC2)C=2N=C3C(=NC2NC(C)C)CNCC3)C=CC(=C1)F (2-(4-(2,4-difluorobenzyl)piperazin-1-yl)-N-isopropyl-5,6,7,8-tetrahydropyrido[3,4-b]pyrazin-3-amine), CCN(C(C)C)C(C)C (DIPEA), CS(=O)(=O)Cl (methanesulfonyl chloride). The solvent is C(Cl)Cl (DCM). Conditions: temperature 0 celsius, time 1 hour. Product: FC1=C(CN2CCN(CC2)C=2N=C3C(=NC2NC(C)C)CN(CC3)S(=O)(=O)C)C=CC(=C1)F (2-(4-(2,4-difluorobenzyl)piperazin-1-yl)-N-isopropyl-6-(methylsulfonyl)-5,6,7,8-tetrahydropyrido[3,4-b]pyrazin-3-amine). Yield: 84.9%. Reaction SMILES: [F:1][C:2]1[CH:28]=[C:27]([F:29])[CH:26]=[CH:25][C:3]=1[CH2:4][N:5]1[CH2:10][CH2:9][N:8]([C:11]2[N:12]=[C:13]3[CH2:24][CH2:23][NH:22][CH2:21][C:14]3=[N:15][C:16]=2[NH:17][CH:18]([CH3:20])[CH3:19])[CH2:7][CH2:6]1.CCN(C(C)C)C(C)C.[CH3:39][S:40](Cl)(=[O:42])=[O:41]>C(Cl)Cl>[F:1][C:2]1[CH:28]=[C:27]([F:29])[CH:26]=[CH:25][C:3]=1[CH2:4][N:5]1[CH2:10][CH2:9][N:8]([C:11]2[N:12]=[C:13]3[CH2:24][CH2:23][N:22]([S:40]([CH3:39])(=[O:42])=[O:41])[CH2:21][C:14]3=[N:15][C:16]=2[NH:17][CH:18]([CH3:20])[CH3:19])[CH2:7][CH2:6]1. Procedure details: To a solution of 2-(4-(2,4-difluorobenzyl)piperazin-1-yl)-N-isopropyl-5,6,7,8-tetrahydropyrido[3,4-b]pyrazin-3-amine (50 mg, 0.124 mmol) and DIPEA (0.032 mL, 0.186 mmol) in DCM (1 mL) was added methanesulfonyl chloride (10.6 μL, 0.137 mmol) at 0° C. The reaction mixture was stirred at 0° C. for 1 hr and concentrated via rotary evaporation. The resulting crude material was partitioned between EtOAc (2 mL) and water (1 mL). The organic phase was washed with brine, dried over Na2SO4, filtered, rins... The reactants are PdCl2(dppf)CH2Cl2, C(C)(C)(C)OC(=O)N1C(CCC1)C=1NC(=CN1)C1=CC(=C(C=C1)Br)CN(C)C(=O)OC(C)(C)C (2-(5-{4-bromo-3-[(tert-butoxycarbonyl-methyl-amino)-methyl]-phenyl}-1H-imidazol-2-yl)-pyrrolidine-1-carboxylic acid tert-butyl ester), C(C)(C)(C)OC(=O)N1C(CCC1)C=1NC(=CN1)C1=CC(=C(C=C1)B1OC(C(O1)(C)C)(C)C)C(=O)OC (2-{5-[3-Methoxycarbonyl-4-(4,4,5,5-tetramethyl-[1,3,2]dioxaborolan-2-yl)-phenyl]-1H-imidazol-2-yl}-pyrrolidine-1-carboxylic acid tert-butyl ester), C([O-])(O)=O.[Na+] (sodium bicarbonate). The reagents and catalysts are C=1C=CC(=CC1)[P](C=2C=CC=CC2)(C=3C=CC=CC3)[Pd]([P](C=4C=CC=CC4)(C=5C=CC=CC5)C=6C=CC=CC6)([P](C=7C=CC=CC7)(C=8C=CC=CC8)C=9C=CC=CC9)[P](C=1C=CC=CC1)(C=1C=CC=CC1)C=1C=CC=CC1 (Pd(PPh3)4). Run in CCOC(=O)C (EtOAc), 1,2-dimethoxyether, O (water). Reaction conditions: temperature 80 celsius. Yields the product C(C)(C)(C)OC(=O)N1C(CCC1)C1=NC=C(N1)C1=CC=C(C=C1)C1=CC=C(C=C1)C=1NC(=NC1)C1N(CCC1)C(=O)OC(C)(C)C (4,4′-bis-[2-(1-tert-butoxycarbonyl-pyrrolidin-2-yl)-3H-imidazol-4-yl]-biphenyl). Yield: 52.5%. RXN SMILES: [C:1]([O:5][C:6]([N:8]1[CH2:12][CH2:11][CH2:10][CH:9]1[C:13]1[NH:14][C:15]([C:18]2[CH:23]=[CH:22][C:21](Br)=[C:20](CN(C(OC(C)(C)C)=O)C)[CH:19]=2)=[CH:16][N:17]=1)=[O:7])([CH3:4])([CH3:3])[CH3:2].[C:35]([O:39][C:40]([N:42]1[CH2:46][CH2:45][CH2:44][CH:43]1[C:47]1[NH:48][C:49]([C:52]2[CH:57]=[CH:56][C:55](B3OC(C)(C)C(C)(C)O3)=[C:54](C(OC)=O)[CH:53]=2)=[CH:50][N:51]=1)=[O:41])([CH3:38])([CH3:37])[CH3:36].C(=O)(O)[O-].[Na+]>O.CCOC(C)=O.C1C=CC([P]([Pd]([P](C2C=CC=CC=2)(C2C=CC=CC=2)C2C=CC=CC=2)([P](C2C=CC=CC=2)(C2C=CC=CC=2)C2C=CC=CC=2)[P](C2C=CC=CC=2)(C2C=CC=CC=2)C2C=CC=CC=2)(C2C=CC=CC=2)C2C=CC=CC=2)=CC=1>[C:35]([O:39][C:40]([N:42]1[CH2:46][CH2:45][CH2:44][CH:43]1[C:47]1[NH:48][C:49]([C:52]2[CH:57]=[CH:56][C:55]([C:21]3[CH:20]=[CH:19][C:18]([C:15]4[NH:14][C:13]([CH:9]5[CH2:10][CH2:11][CH2:12][N:8]5[C:6]([O:5][C:1]([CH3:4])([CH3:2])[CH3:3])=[O:7])=[N:17][CH:16]=4)=[CH:23][CH:22]=3)=[CH:54][CH:53]=2)=[CH:50][N:51]=1)=[O:41])([CH3:38])([CH3:36])[CH3:37] |f:2.3,^1:86,88,107,126|. Procedure: To the solution of 2-(5-{4-bromo-3-[(tert-butoxycarbonyl-methyl-amino)-methyl]-phenyl}-1H-imidazol-2-yl)-pyrrolidine-1-carboxylic acid tert-butyl ester (142 mg, 0.27 mmol) and 2-{5-[3-Methoxycarbonyl-4-(4,4,5,5-tetramethyl-[1,3,2]dioxaborolan-2-yl)-phenyl]-1H-imidazol-2-yl}-pyrrolidine-1-carboxylic acid tert-butyl ester (125 mg, 0.25 mmol) in 1,2-dimethoxyether (2.3 ml) and water (0.7 ml) was added sodium bicarbonate (63 mg, 0.75 mmol), followed by Pd(PPh3)4 (12 mg) and PdCl2(dppf)CH2Cl2 (12 mg)... Starting materials: Cc1ccccc1C(=O)O, CCN=C=NCCCN(C)C, CCN(C(C)C)C(C)C, Cl, Cl, CN(C)C=O, O, On1nnc2ccccc21, O=C(CC(=O)N1CCNCC1)Nc1ccc(-c2ccccc2)cc1. Product: Cc1ccccc1C(=O)N1CCN(C(=O)CC(=O)Nc2ccc(-c3ccccc3)cc2)CC1. RXN SMILES: [CH3:20][c:21]1[c:22]([C:23](=[O:24])[OH:25])[cH:26][cH:27][cH:28][cH:29]1.[CH3:30][CH2:31][N:32]=[C:33]=[N:34][CH2:35][CH2:36][CH2:37][N:38]([CH3:39])[CH3:40].[CH:11]([N:12]([CH2:13][CH3:14])[CH:15]([CH3:16])[CH3:17])([CH3:18])[CH3:19].[ClH:41].[ClH:42].[O:67]=[CH:68][N:69]([CH3:70])[CH3:71].[OH2:72].[OH:1][n:2]1[c:3]2[c:4]([cH:5][cH:6][cH:7][cH:8]2)[n:9][n:10]1.[c:43]1(-[c:61]2[cH:62][cH:63][cH:64][cH:65][cH:66]2)[cH:44][cH:45][c:46]([NH:49][C:50]([CH2:51][C:52]([N:53]2[CH2:54][CH2:55][NH:56][CH2:57][CH2:58]2)=[O:59])=[O:60])[cH:47][cH:48]1>>[CH3:20][c:21]1[c:22]([C:23](=[O:25])[N:56]2[CH2:55][CH2:54][N:53]([C:52]([CH2:51][C:50]([NH:49][c:46]3[cH:45][cH:44][c:43](-[c:61]4[cH:62][cH:63][cH:64][cH:65][cH:66]4)[cH:48][cH:47]3)=[O:60])=[O:59])[CH2:58][CH2:57]2)[cH:26][cH:27][cH:28][cH:29]1. Starting materials: BrC1=C(CC(C1)(C)C)Br (1,2-dibromo-4,4-dimethylcyclopentene), FC1=CC=C(C=C1)B(O)O (4-fluorophenylboronic acid), C(=O)([O-])[O-].[Na+].[Na+] (Na2CO3). The reagents and catalysts are C=1C=CC(=CC1)[P](C=2C=CC=CC2)(C=3C=CC=CC3)[Pd]([P](C=4C=CC=CC4)(C=5C=CC=CC5)C=6C=CC=CC6)([P](C=7C=CC=CC7)(C=8C=CC=CC8)C=9C=CC=CC9)[P](C=1C=CC=CC1)(C=1C=CC=CC1)C=1C=CC=CC1 (Pd(PPh3)4). Run in C1(=CC=CC=C1)C (toluene), C(C)O (ethanol). The product is BrC1=C(CCC1)C1=CC=C(C=C1)F (1-(2-bromocyclopenten-1-yl)-4-fluorobenzene). The yield is 24.1%. As a reaction SMILES: Br[C:2]1[CH2:6][C:5](C)(C)[CH2:4][C:3]=1[Br:9].[F:10][C:11]1[CH:16]=[CH:15][C:14](B(O)O)=[CH:13][CH:12]=1.C([O-])([O-])=O.[Na+].[Na+]>C1(C)C=CC=CC=1.C(O)C.C1C=CC([P]([Pd]([P](C2C=CC=CC=2)(C2C=CC=CC=2)C2C=CC=CC=2)([P](C2C=CC=CC=2)(C2C=CC=CC=2)C2C=CC=CC=2)[P](C2C=CC=CC=2)(C2C=CC=CC=2)C2C=CC=CC=2)(C2C=CC=CC=2)C2C=CC=CC=2)=CC=1>[Br:9][C:3]1[CH2:4][CH2:5][CH2:6][C:2]=1[C:14]1[CH:15]=[CH:16][C:11]([F:10])=[CH:12][CH:13]=1 |f:2.3.4,^1:39,41,60,79|. Reported procedure: Under nitrogen, 1.3 g (5.1 mmol) of 1,2-dibromo-4,4-dimethylcyclopentene (Step 8) was reacted with 600 mg (4.3 mmol) of 4-fluorophenylboronic acid (Lancaster) in 23 mL of toluene, 15 mL of ethanol, and 10 mL of 2M Na2CO3 in the presence of 250 mg (5 mol %) of Pd(PPh3)4. The reaction was vigorously stirred at reflux overnight and concentrated in vacuo. The residue was dissolved in ethyl acetate and washed with water, dried (Na2SO4), and reconcentrated. Purification by silica gel chromatography (M... Starting materials: CC1([C@@H]([C@@H]1\C=C(/C(OCC)=O)\F)C(=O)O)C ((1R,cis) 2,2-dimethyl-3(E)-[2-fluoro-3-oxo-3-ethoxy-propenyl]-cyclopropane-1-carboxylic acid), C(C#C)N1C(N(C(C1)=O)CO)=O (3-(2-propynyl)-2,5-dioxoimidazolidinyl-methanol). The solvent is C(Cl)(Cl)Cl (chloroform). Product: CC1([C@@H]([C@@H]1\C=C(/C(OCC)=O)\F)C(=O)OCN1C(N(CC1=O)CC#C)=O)C (3-(2-propynyl)-2,5-dioxoimidazolidinyl-methyl (1R,cis) 2,2-dimethyl-3(E)-[2-fluoro-3-oxo-3-ethoxy-propenyl]-cyclopropane-1-carboxylate). As a reaction SMILES: [CH3:1][C:2]1([CH3:16])[C@@H:4](/[CH:5]=[C:6](/[F:12])\[C:7](=[O:11])[O:8][CH2:9][CH3:10])[C@H:3]1[C:13]([OH:15])=[O:14].[CH2:17]([N:20]1[CH2:24][C:23](=[O:25])[N:22]([CH2:26]O)[C:21]1=[O:28])[C:18]#[CH:19]>C(Cl)(Cl)Cl>[CH3:16][C:2]1([CH3:1])[C@@H:4](/[CH:5]=[C:6](/[F:12])\[C:7](=[O:11])[O:8][CH2:9][CH3:10])[C@H:3]1[C:13]([O:15][CH2:26][N:22]1[C:23](=[O:25])[CH2:24][N:20]([CH2:17][C:18]#[CH:19])[C:21]1=[O:28])=[O:14]. Procedure details: Using the procedure of Example 1, (1R,cis) 2,2-dimethyl-3(E)-[2-fluoro-3-oxo-3-ethoxy-propenyl]-cyclopropane-1-carboxylic acid and 3-(2-propynyl)-2,5-dioxoimidazolidinyl-methanol were reacted to obtain 3-(2-propynyl)-2,5-dioxoimidazolidinyl-methyl (1R,cis) 2,2-dimethyl-3(E)-[2-fluoro-3-oxo-3-ethoxy-propenyl]-cyclopropane-1-carboxylate with a specific rotation of [α]D20 =+12°±2° (c=0.5% in chloroform). Starting materials: Br, CC(=O)O, COc1cc(-c2ncc(C(F)(F)F)n(C)c2=O)c(F)cc1Cl, O. Product: Cn1c(C(F)(F)F)cnc(-c2cc(O)c(Cl)cc2F)c1=O. As a reaction SMILES: [BrH:23].[CH3:25][C:26](=[O:27])[OH:28].[Cl:1][c:2]1[cH:3][c:4]([F:22])[c:5](-[c:10]2[c:11](=[O:21])[n:12]([CH3:20])[c:13]([C:16]([F:17])([F:18])[F:19])[cH:14][n:15]2)[cH:6][c:7]1[O:8][CH3:9].[OH2:24]>>[Cl:1][c:2]1[cH:3][c:4]([F:22])[c:5](-[c:10]2[c:11](=[O:21])[n:12]([CH3:20])[c:13]([C:16]([F:17])([F:18])[F:19])[cH:14][n:15]2)[cH:6][c:7]1[OH:8].